The task is: describe an organic reaction: reactants, conditions, products, and yield. This data is from the Open Reaction Database (ORD), a public repository of structured organic reaction records. The reactants are [Li]CCCC, CN(C)P(=O)(N(C)C)N(C)C, CCCCCC, CC(C)NC(C)C, Cl, [Na+], C1CCOC1, O=C([O-])O, COC(=O)CCCCC=C(c1ccccc1)c1cccnc1, c1ccc(SSc2ccccc2)cc1. Product: COC(=O)C(CCCC=C(c1ccccc1)c1cccnc1)Sc1ccccc1. Reaction SMILES: [CH2:14]([Li:15])[CH2:16][CH2:17][CH3:18].[CH3:66][N:67]([P:68]([N:69]([CH3:70])[CH3:71])([N:72]([CH3:73])[CH3:74])=[O:75])[CH3:76].[CH3:8][CH2:9][CH2:10][CH2:11][CH2:12][CH3:13].[CH:1]([NH:2][CH:3]([CH3:4])[CH3:5])([CH3:6])[CH3:7].[ClH:55].[Na+:56].[O:61]1[CH2:62][CH2:63][CH2:64][CH2:65]1.[OH:57][C:58](=[O:59])[O-:60].[c:19]1([C:25](=[CH:26][CH2:27][CH2:28][CH2:29][CH2:30][C:31](=[O:32])[O:33][CH3:34])[c:35]2[cH:36][n:37][cH:38][cH:39][cH:40]2)[cH:20][cH:21][cH:22][cH:23][cH:24]1.[c:41]1([S:47][S:48][c:49]2[cH:50][cH:51][cH:52][cH:53][cH:54]2)[cH:42][cH:43][cH:44][cH:45][cH:46]1>>[c:19]1([C:25](=[CH:26][CH2:27][CH2:28][CH2:29][CH:30]([C:31](=[O:32])[O:33][CH3:34])[S:47][c:41]2[cH:42][cH:43][cH:44][cH:45][cH:46]2)[c:35]2[cH:36][n:37][cH:38][cH:39][cH:40]2)[cH:20][cH:21][cH:22][cH:23][cH:24]1. The reactants are Cl.CC(C(=O)O)(C)N1N=CN=C1 (2-methyl-2-(1H-1,2,4-triazol-1-yl)propanoic acid hydrochloride), N[C@H](C(=O)NC1=CC=C(C=C1)OC1=CC=C(C=C1)F)COCC1=CC=CC=C1 ((S)-2-amino-3-(benzyloxy)-N-(4-(4-fluorophenoxy)phenyl)propanamide). The product is Compound 255, C(C1=CC=CC=C1)OC[C@@H](C(=O)NC1=CC=C(C=C1)OC1=CC=C(C=C1)F)NC(C(C)(N1N=CN=C1)C)=O ((S)-3-(benzyloxy)-N-(4-(4-fluorophenoxy)phenyl)-2-(2-methyl-2-(1H-1,2,4-triazol-1-yl)propanamido)propanamide). Yield: 36.0%. As a reaction SMILES: Cl.[CH3:2][C:3]([N:8]1[CH:12]=[N:11][CH:10]=[N:9]1)([CH3:7])[C:4]([OH:6])=O.[NH2:13][C@@H:14]([CH2:32][O:33][CH2:34][C:35]1[CH:40]=[CH:39][CH:38]=[CH:37][CH:36]=1)[C:15]([NH:17][C:18]1[CH:23]=[CH:22][C:21]([O:24][C:25]2[CH:30]=[CH:29][C:28]([F:31])=[CH:27][CH:26]=2)=[CH:20][CH:19]=1)=[O:16]>>[CH2:34]([O:33][CH2:32][C@H:14]([NH:13][C:4](=[O:6])[C:3]([CH3:2])([N:8]1[CH:12]=[N:11][CH:10]=[N:9]1)[CH3:7])[C:15]([NH:17][C:18]1[CH:23]=[CH:22][C:21]([O:24][C:25]2[CH:30]=[CH:29][C:28]([F:31])=[CH:27][CH:26]=2)=[CH:20][CH:19]=1)=[O:16])[C:35]1[CH:40]=[CH:39][CH:38]=[CH:37][CH:36]=1 |f:0.1|. Procedure details: Proceeding as in Example 1, but substituting 2-methyl-2-(1H-1,2,4-triazol-1-yl)propanoic acid hydrochloride and (S)-2-amino-3-(benzyloxy)-N-(4-(4-fluorophenoxy)phenyl)propanamide, gave Compound 255, (S)-3-(benzyloxy)-N-(4-(4-fluorophenoxy)phenyl)-2-(2-methyl-2-(1H-1,2,4-triazol-1-yl)propanamido)propanamide (93.3 mg, 36%). 1H-NMR (400 MHz, CDCl3): δ 8.45 (s, 1H), 8.30 (s, 1H), 8.07 (s, 1H), 7.42 (d, 2H), 7.39-7.24 (m, 7H), 7.11 (d, 1H), 7.05-6.91 (m, 5H), 4.65-4.59 (m, 2H), 4.50 (d, 1H), 4.00 (dd... The reactants are C(C#C)(=O)F (propynoyl fluoride), carbanion, ( 18 ), [H-].[Na+] (sodium hydride), C(C#C)(=O)O (propiolic acid), C(C1=CC=CC=C1)(=O)F (benzoyl fluoride), FC(C1=CC=C(NC(CC#N)=O)C=C1)(F)F (4'-trifluoromethyl-cyanoacetanilide). Run in O1CCCC1 (tetrahydrofuran). Run at time 1 hour. Yields the product C(#N)C(C(=O)NC1=CC=C(C=C1)C(F)(F)F)=C(C=C)O (2-cyano-3-hydroxy-N-(4-trifluoromethylphenyl)-penta-2,4-dienamide). As a reaction SMILES: [F:1][C:2]([F:16])([F:15])[C:3]1[CH:14]=[CH:13][C:6]([NH:7][C:8](=[O:12])[CH2:9][C:10]#[N:11])=[CH:5][CH:4]=1.[H-].[Na+].[C:19](O)(=[O:22])[C:20]#[CH:21].C(F)(=O)C1C=CC=CC=1.C(F)(=O)C#C>O1CCCC1>[C:10]([C:9](=[C:19]([OH:22])[CH:20]=[CH2:21])[C:8]([NH:7][C:6]1[CH:5]=[CH:4][C:3]([C:2]([F:15])([F:16])[F:1])=[CH:14][CH:13]=1)=[O:12])#[N:11] |f:1.2|. Procedure details: 5.0 g (0.22 mole) of 4'-trifluoromethyl-cyanoacetanilide in 150 ml of dry tetrahydrofuran were stirred at room temperature under nitrogen and treated with 2.0 g (0.066 mole) of sodium hydride 80% oil dispersion. The suspension was stirred for 1 hour at room temperature and then was cooled to -70° C. The flask was equipped with an acetone/dry ice condenser and used as the collecting flask from a distillation apparatus charged with 3.01 ml (0.05 mole) of propiolic acid and 15 g of benzoyl fluoride... Yields the product CC(C)(C)OC(=O)N1CCC(CC(=O)NC(Cc2ccc(Cl)cc2)C(=O)N2CCC(c3ccccc3NS(C)(=O)=O)CC2)CC1. Starting materials: CC(C)(C)OC(=O)N1CCC(CC(=O)O)CC1, ClCCCl, CCN(C(C)C)C(C)C, CS(=O)(=O)Nc1ccccc1C1CCN(C(=O)C(N)Cc2ccc(Cl)cc2)CC1, CN(C)C=O. As a reaction SMILES: [C:39](=[O:40])([O:41][C:42]([CH3:43])([CH3:44])[CH3:45])[N:46]1[CH2:47][CH2:48][CH:49]([CH2:52][C:53](=[O:54])[OH:55])[CH2:50][CH2:51]1.[CH2:56]([Cl:57])[CH2:58][Cl:59].[CH:30]([N:31]([CH2:32][CH3:33])[CH:34]([CH3:35])[CH3:36])([CH3:37])[CH3:38].[NH2:1][CH:2]([C:3](=[O:4])[N:5]1[CH2:6][CH2:7][CH:8]([c:11]2[c:12]([NH:17][S:18](=[O:19])(=[O:20])[CH3:21])[cH:13][cH:14][cH:15][cH:16]2)[CH2:9][CH2:10]1)[CH2:22][c:23]1[cH:24][cH:25][c:26]([Cl:29])[cH:27][cH:28]1.[O:60]=[CH:61][N:62]([CH3:63])[CH3:64]>>[NH:1]([CH:2]([C:3](=[O:4])[N:5]1[CH2:6][CH2:7][CH:8]([c:11]2[c:12]([NH:17][S:18](=[O:19])(=[O:20])[CH3:21])[cH:13][cH:14][cH:15][cH:16]2)[CH2:9][CH2:10]1)[CH2:22][c:23]1[cH:24][cH:25][c:26]([Cl:29])[cH:27][cH:28]1)[C:53]([CH2:52][CH:49]1[CH2:48][CH2:47][N:46]([C:39](=[O:40])[O:41][C:42]([CH3:43])([CH3:44])[CH3:45])[CH2:51][CH2:50]1)=[O:54].